This data is from the Open Reaction Database (ORD), a public repository of structured organic reaction records. The task is: describe an organic reaction: reactants, conditions, products, and yield Reactants: CCC(C)(C)O, CCOCC, CCCCCC, CCOC(C)=O, [Cs+], [F-], Cc1ccccc1S(=O)(=O)OCCCOc1ccc2ccccc2c1. Yields the product FCCCOc1ccc2ccccc2c1. Reaction SMILES: [C:28]([OH:29])([CH2:30][CH3:31])([CH3:32])[CH3:33].[CH2:34]([O:35][CH2:36][CH3:37])[CH3:38].[CH3:39][CH2:40][CH2:41][CH2:42][CH2:43][CH3:44].[CH3:45][CH2:46][O:47][C:48](=[O:49])[CH3:50].[Cs+:27].[F-:26].[c:1]1([CH3:2])[c:3]([S:4]([O:5][CH2:11][CH2:12][CH2:13][O:14][c:15]2[cH:16][c:17]3[cH:18][cH:19][cH:20][cH:21][c:22]3[cH:23][cH:24]2)(=[O:6])=[O:7])[cH:8][cH:9][cH:10][cH:25]1>>[CH2:11]([CH2:12][CH2:13][O:14][c:15]1[cH:16][c:17]2[cH:18][cH:19][cH:20][cH:21][c:22]2[cH:23][cH:24]1)[F:26]. Starting materials: C(C1=CC=CC=C1)ON(CCCCCNC(=O)OC(C)(C)C)C(CCC(NCCCCCNOCC1=CC=CC=C1)=O)=O (7,18-Bis(benzyloxy)-1-(tert-butoxycarbonyl)-8,11-dioxo-1,7,12, 18-tetraazaoctadecane), C1(CCC(=O)O1)=O (succinic anhydride). The solvent is N1=CC=CC=C1 (pyridine). Conditions: temperature 81 celsius. Product: C(C1=CC=CC=C1)ON(C(CCC(=O)O)=O)CCCCCNC(CCC(N(CCCCCNC(=O)OC(C)(C)C)OCC1=CC=CC=C1)=O)=O (5,16-Bis (benzyloxy)-22-(tert-butoxycarbonyl)-4,12,15-trioxo-5,11,16,22-tetraazadocosanoic acid). The yield is 81.4%. RXN SMILES: [CH2:1]([O:8][N:9]([C:23](=[O:43])[CH2:24][CH2:25][C:26](=[O:42])[NH:27][CH2:28][CH2:29][CH2:30][CH2:31][CH2:32][NH:33][O:34][CH2:35][C:36]1[CH:41]=[CH:40][CH:39]=[CH:38][CH:37]=1)[CH2:10][CH2:11][CH2:12][CH2:13][CH2:14][NH:15][C:16]([O:18][C:19]([CH3:22])([CH3:21])[CH3:20])=[O:17])[C:2]1[CH:7]=[CH:6][CH:5]=[CH:4][CH:3]=1.[C:44]1(=[O:50])[O:49][C:47](=[O:48])[CH2:46][CH2:45]1>N1C=CC=CC=1>[CH2:35]([O:34][N:33]([CH2:32][CH2:31][CH2:30][CH2:29][CH2:28][NH:27][C:26](=[O:42])[CH2:25][CH2:24][C:23](=[O:43])[N:9]([O:8][CH2:1][C:2]1[CH:3]=[CH:4][CH:5]=[CH:6][CH:7]=1)[CH2:10][CH2:11][CH2:12][CH2:13][CH2:14][NH:15][C:16]([O:18][C:19]([CH3:22])([CH3:21])[CH3:20])=[O:17])[C:44](=[O:50])[CH2:45][CH2:46][C:47]([OH:49])=[O:48])[C:36]1[CH:37]=[CH:38][CH:39]=[CH:40][CH:41]=1. Procedure details: A mixture of (9) (2.2 g, 3.48 mmol), succinic anhydride (0.55 g, 5.5 mmol) and pyridine (70 mL) was heated at 81° C. for 2 hours. Solvent was removed in vacuo and cold 1N HCl (100 mL) was added. Extraction was carried out with CHCl3 (6×75 mL), followed by a water wash (100 mL). Solvent removal and flash column chromatography, eluting with 7% MeOH/CH2Cl2, afforded 1.98 g (81%) of (10) as an oil: 300 MHz NMR δ 1.2-1.7 (m+s, 21 H), 2.53 (t, 2 H, J=7), 2.67 (s, 4 H), 2.78-2.86 (m, 2 H), 3.02-3.11 (m... Reactants: N (ammonia), C(C)(=O)N1CC2C[C@H]3N(C[C@H](C[C@@H]3C=3C(=CC=C1C32)[N+](=O)[O-])NC(N(CC)CC)=O)C (3-(1-acetyl-2,3-dihydro-6-methyl-12-nitro-8α-ergolinyl)-1,1-diethylurea), C(Cl)Cl (methylene chloride). Run in Cl (hydrochloric acid). The product is CN1C[C@H](C[C@@H]2C=3C(=CC=C4NCC(C[C@@H]12)C34)[N+](=O)[O-])NC(N(CC)CC)=O (3-(2,3-dihydro-6-methyl-12-nitro-8α-ergolinyl)-1,1-diethylurea). The yield is 56.8%. Reaction SMILES: C([N:4]1[C:18]2[C:19]3[CH:6]([CH2:7][C@@H:8]4[C@@H:13]([C:14]=3[C:15]([N+:20]([O-:22])=[O:21])=[CH:16][CH:17]=2)[CH2:12][C@H:11]([NH:23][C:24](=[O:30])[N:25]([CH2:28][CH3:29])[CH2:26][CH3:27])[CH2:10][N:9]4[CH3:31])[CH2:5]1)(=O)C.N.C(Cl)Cl>Cl>[CH3:31][N:9]1[C@H:8]2[C@@H:13]([C:14]3[C:15]([N+:20]([O-:22])=[O:21])=[CH:16][CH:17]=[C:18]4[C:19]=3[CH:6]([CH2:7]2)[CH2:5][NH:4]4)[CH2:12][C@H:11]([NH:23][C:24](=[O:30])[N:25]([CH2:28][CH3:29])[CH2:26][CH3:27])[CH2:10]1. Reported procedure: One millimole of 3-(1-acetyl-2,3-dihydro-6-methyl-12-nitro-8α-ergolinyl)-1,1-diethylurea, dissolved in 5 ml of 1N hydrochloric acid, is heated for one hour to 95° C. After cooling, the mixture is made alkaline with dilute ammonia solution, combined with methylene chloride, and extracted. After drying the organic phase, the latter is evaporated, thus obtaining 220 mg of 3-(2,3-dihydro-6-methyl-12-nitro-8α-ergolinyl)-1,1-diethylurea. The reactants are COC=1C=C2C=CC(=NC2=CC1)C(=O)O (6-Methoxy-2-quinolinecarboxylic acid). Run in Br (hydrobromic acid). Yields the product OC=1C=C2C=CC(=NC2=CC1)C(=O)O (6-Hydroxy-2-quinolinecarboxylic Acid). As a reaction SMILES: C[O:2][C:3]1[CH:4]=[C:5]2[C:10](=[CH:11][CH:12]=1)[N:9]=[C:8]([C:13]([OH:15])=[O:14])[CH:7]=[CH:6]2>Br>[OH:2][C:3]1[CH:4]=[C:5]2[C:10](=[CH:11][CH:12]=1)[N:9]=[C:8]([C:13]([OH:15])=[O:14])[CH:7]=[CH:6]2. Procedure: 6-Methoxy-2-quinolinecarboxylic acid (80.6 g) was refluxed in 48% hydrobromic acid (450 ml) for twenty-four hours. After cooling to room temperature, the solid was collected by filtration and then dissolved in water (1300 ml) at 90° and the pH of this solution was adjusted to 8-9 with concentrated ammonium hydroxide. After cooling to room temperature, the pH of this solution was adjusted to 4-5 with acetic acid. The resulting 6-hydroxy-2-quinolinecarboxylic acid was collected by filtration and w... Reactants: O=C([O-])[O-], C#CCCl, CC#N, [K+], [K+], NC1CCc2ccccc21. Yields the product Cl, C#CCNC1CCc2ccccc21. RXN SMILES: [C:11](=[O:12])([O-:13])[O-:14].[CH2:17]([C:18]#[CH:19])[Cl:20].[CH3:21][C:22]#[N:23].[K+:15].[K+:16].[NH2:1][CH:2]1[CH2:3][CH2:4][c:5]2[cH:6][cH:7][cH:8][cH:9][c:10]21>>[ClH:20].[NH:1]([CH:2]1[CH2:3][CH2:4][c:5]2[cH:6][cH:7][cH:8][cH:9][c:10]21)[CH2:19][C:18]#[CH:17]. Starting materials: C(C)(C)(C)OC(C(C)O[C@@H]1CC[C@H](CC1)N(S(=O)(=O)C1=CC=C(C=C1)C(F)(F)F)C)=O (trans-2-{4-[methyl-(4-trifluoromethyl-benzenesulfonyl)-amino]-cyclohexyloxy}-propionic acid tert-butyl ester), FC(C(=O)O)(F)F (trifluoroacetic acid). Run in C(Cl)Cl (CH2Cl2). Run at time 3 hour. Product: CN([C@@H]1CC[C@H](CC1)OC(C(=O)O)C)S(=O)(=O)C1=CC=C(C=C1)C(F)(F)F (trans-2-{4-[methyl-(4-trifluoromethyl-benzenesulfonyl)-amino]-cyclohexyloxy}-propionic acid). As a reaction SMILES: C([O:5][C:6](=[O:31])[CH:7]([O:9][C@H:10]1[CH2:15][CH2:14][C@H:13]([N:16]([CH3:30])[S:17]([C:20]2[CH:25]=[CH:24][C:23]([C:26]([F:29])([F:28])[F:27])=[CH:22][CH:21]=2)(=[O:19])=[O:18])[CH2:12][CH2:11]1)[CH3:8])(C)(C)C.FC(F)(F)C(O)=O>C(Cl)Cl>[CH3:30][N:16]([S:17]([C:20]1[CH:25]=[CH:24][C:23]([C:26]([F:28])([F:29])[F:27])=[CH:22][CH:21]=1)(=[O:19])=[O:18])[C@H:13]1[CH2:14][CH2:15][C@H:10]([O:9][CH:7]([CH3:8])[C:6]([OH:31])=[O:5])[CH2:11][CH2:12]1. Reported procedure: A solution of 300 mg (0.64 mmol) of from trans-2-{4-[methyl-(4-trifluoromethyl-benzenesulfonyl)-amino]-cyclohexyloxy}-propionic acid tert-butyl ester in 3 ml of CH2Cl2 was treated wit 0.5 ml (6.7 mmol, 10 eq) of trifluoroacetic acid and stirred at 40° during 3 h. Evaporation of the solvent gave 266 mg (quantitative) of trans-2-{4-[methyl-(4-trifluoromethyl-benzenesulfonyl)-amino]-cyclohexyloxy}-propionic acid as an off-white solid, MS: 408 (M−H−).